Dataset: the Open Reaction Database (ORD), a public repository of structured organic reaction records. Task: describe an organic reaction: reactants, conditions, products, and yield The reactants are [H-].[Na+] (Sodium hydride), COC=1C=C2C3=C(NC2=CC1)C1(CCC(N1CC3)=O)C (1,2,5,6,11,11b-hexahydro-8-methoxy-11b-methyl-3H-indolizino[8,7-b]indol-3-one), CI (methyl iodide). The solvent is CN(C=O)C (dimethylformamide). The product is COC=1C=C2C3=C(N(C2=CC1)C)C1(CCC(N1CC3)=O)C (1,2,5,6,11,11b-Hexahydro-8-methoxy-11,11b-dimethyl-3H-indolizino[8,7-b]indol-3-one). RXN SMILES: [H-].[Na+].[CH3:3][O:4][C:5]1[CH:6]=[C:7]2[C:11](=[CH:12][CH:13]=1)[NH:10][C:9]1[C:14]3([CH3:22])[N:18]([CH2:19][CH2:20][C:8]2=1)[C:17](=[O:21])[CH2:16][CH2:15]3.[CH3:23]I>CN(C)C=O>[CH3:3][O:4][C:5]1[CH:6]=[C:7]2[C:11](=[CH:12][CH:13]=1)[N:10]([CH3:23])[C:9]1[C:14]3([CH3:22])[N:18]([CH2:19][CH2:20][C:8]2=1)[C:17](=[O:21])[CH2:16][CH2:15]3 |f:0.1|. Procedure details: Sodium hydride (1.06 g. of about a 50% dispersion in mineral oil) is stirred under nitrogen with 5.41 g. 1,2,5,6,11,11b-hexahydro-8-methoxy-11b-methyl-3H-indolizino[8,7-b]indol-3-one [S. Wawzonek and J. D. Nordstrom, J. Med. Chem., 8, 265 (1965)] in 100 ml. dry dimethylformamide for one-half hour. The brown solution is cooled in an ice-water bath as 3.41 g. methyl iodide (1.50 ml.) is added. After one-half hour of cooling, the reaction mass is allowed to stand at about 25°C. for sixteen hours. T... Reactants: CS(=O)(=O)Cl (methane-sulfonyl chloride), NC1=C(C=C(C=C1)C1=CC=C(N1C)C#N)C#N (5-(4-amino-3-cyanophenyl)-1-methyl-1H-pyrrole-2-carbonitrile). Yields the product C(#N)C1=C(C=CC(=C1)C=1N(C(=CC1)C#N)C)NS(=O)(=O)C (N-[2-cyano-4-(5-cyano-1-methyl-1H-pyrrol-2-yl)phenyl]methanesulfonamide). Isolated yield 74.0%. As a reaction SMILES: [CH3:1][S:2](Cl)(=[O:4])=[O:3].[NH2:6][C:7]1[CH:12]=[CH:11][C:10]([C:13]2[N:17]([CH3:18])[C:16]([C:19]#[N:20])=[CH:15][CH:14]=2)=[CH:9][C:8]=1[C:21]#[N:22]>>[C:21]([C:8]1[CH:9]=[C:10]([C:13]2[N:17]([CH3:18])[C:16]([C:19]#[N:20])=[CH:15][CH:14]=2)[CH:11]=[CH:12][C:7]=1[NH:6][S:2]([CH3:1])(=[O:4])=[O:3])#[N:22]. Reported procedure: This compound was prepared according to the procedure of Example 48 using methane-sulfonyl chloride (0.044 mL, 0.6 mmol) and 5-(4-amino-3-cyanophenyl)-1-methyl-1H-pyrrole-2-carbonitrile (0.100 g, 0.45 mmol) to afford the title compound (0.100 g, 50%). Starting materials: CC=1C=C(C=CC1)C=CC=CC(=O)O (5-(3-Methylphenyl)penta-2,4-dienoic acid). Reagents/catalysts: [Pd] (palladium on carbon). Run in C(C)O (ethanol). The product is CC=1C=C(C=CC1)CCCCC(=O)O (5-(3-Methylphenyl)pentanoic acid). RXN SMILES: [CH3:1][C:2]1[CH:3]=[C:4]([CH:8]=[CH:9][CH:10]=[CH:11][C:12]([OH:14])=[O:13])[CH:5]=[CH:6][CH:7]=1>C(O)C.[Pd]>[CH3:1][C:2]1[CH:3]=[C:4]([CH2:8][CH2:9][CH2:10][CH2:11][C:12]([OH:14])=[O:13])[CH:5]=[CH:6][CH:7]=1. Procedure: A solution of the product from step (i) (36.8 g) in ethanol (300 ml) was hydrogenated over 10% palladium on carbon (1 g) at 1 atmosphere pressure for 3 days. The catalyst was removed by filtration and the mother liquor was evaporated under reduced pressure.